Dataset: the Open Reaction Database (ORD), a public repository of structured organic reaction records. Task: describe an organic reaction: reactants, conditions, products, and yield RXN SMILES: C([O:5][NH:6][C:7]([C@:9]1([CH3:40])[C@H:14]([NH:15][S:16]([C:19]2[CH:24]=[CH:23][C:22]([O:25][CH2:26][C:27]3[C:36]4[C:31](=[CH:32][CH:33]=[CH:34][CH:35]=4)[N:30]=[C:29]([CH3:37])[CH:28]=3)=[CH:21][CH:20]=2)(=[O:18])=[O:17])[CH2:13][CH2:12][N:11]([CH:38]=[O:39])[CH2:10]1)=[O:8])(C)(C)C.FC(F)(F)C(O)=O>>[CH:38]([N:11]1[CH2:12][CH2:13][C@@H:14]([NH:15][S:16]([C:19]2[CH:24]=[CH:23][C:22]([O:25][CH2:26][C:27]3[C:36]4[C:31](=[CH:32][CH:33]=[CH:34][CH:35]=4)[N:30]=[C:29]([CH3:37])[CH:28]=3)=[CH:21][CH:20]=2)(=[O:18])=[O:17])[C@@:9]([CH3:40])([C:7]([NH:6][OH:5])=[O:8])[CH2:10]1)=[O:39]. The yield is 60.3%. Reactants: C(C)(C)(C)ONC(=O)[C@]1(CN(CC[C@H]1NS(=O)(=O)C1=CC=C(C=C1)OCC1=CC(=NC2=CC=CC=C12)C)C=O)C ((3S,4R)-N-tert-butoxy-1-formyl-3-methyl-4-(4-((2-methylquinolin-4-yl)methoxy)phenylsulfonamido)piperidine-3-carboxamide), FC(C(=O)O)(F)F (trifluoroacetic acid). Yields the product C(=O)N1C[C@@]([C@@H](CC1)NS(=O)(=O)C1=CC=C(C=C1)OCC1=CC(=NC2=CC=CC=C12)C)(C(=O)NO)C ((3S,4R)-1-formyl -N-hydroxy-3-methyl-4-[({4-[(2-methylquinolin-4-yl)methoxy]phenyl}sulfonyl)amino]piperidine-3-carboxamide). Procedure: To 0.092 g of (3S,4R)-N-tert-butoxy-1-formyl-3-methyl-4-(4-((2-methylquinolin-4-yl)methoxy)phenylsulfonamido)piperidine-3-carboxamide was added 3 mL of trifluoroacetic acid, and the resulting mixture was stirred at 45° C. for 8 h, and then concentrated. The residue was purified by silica chromatography (silica pre-washed with MeOH), eluting with a gradient of 5-20% MeOH/CH2Cl2 to afford (3S,4R)-1-formyl -N-hydroxy-3-methyl-4-[({4-[(2-methylquinolin-4-yl)methoxy]phenyl}sulfonyl)amino]piperidine-3... Reaction conditions: temperature 45 celsius, time 8 hour. Reactants: CC(C)c1ccc(NCc2cc(C(C)(C)C)c(O)c(C(C)(C)C)c2)cc1, CC(C)c1cccc(C(C)C)c1N=C=O. The product is CC(C)c1ccc(N(Cc2cc(C(C)(C)C)c(O)c(C(C)(C)C)c2)C(=O)Nc2c(C(C)C)cccc2C(C)C)cc1. Reaction SMILES: [C:1]([CH3:2])([CH3:3])([CH3:4])[c:5]1[cH:6][c:7]([CH2:16][NH:17][c:18]2[cH:19][cH:20][c:21]([CH:24]([CH3:25])[CH3:26])[cH:22][cH:23]2)[cH:8][c:9]([C:12]([CH3:13])([CH3:14])[CH3:15])[c:10]1[OH:11].[CH:27]([CH3:28])([CH3:29])[c:30]1[c:31]([N:39]=[C:40]=[O:41])[c:32]([CH:36]([CH3:37])[CH3:38])[cH:33][cH:34][cH:35]1>>[C:1]([CH3:2])([CH3:3])([CH3:4])[c:5]1[cH:6][c:7]([CH2:16][N:17]([c:18]2[cH:19][cH:20][c:21]([CH:24]([CH3:25])[CH3:26])[cH:22][cH:23]2)[C:40]([NH:39][c:31]2[c:30]([CH:27]([CH3:28])[CH3:29])[cH:35][cH:34][cH:33][c:32]2[CH:36]([CH3:37])[CH3:38])=[O:41])[cH:8][c:9]([C:12]([CH3:13])([CH3:14])[CH3:15])[c:10]1[OH:11].